The task is: describe an organic reaction: reactants, conditions, products, and yield. This data is from the Open Reaction Database (ORD), a public repository of structured organic reaction records. Procedure details: A solution of tert-butyl[2-(3-methoxycarbonyl-benzylsulfanyl)-benzoimidazol-1-yl]-acetate (Precursor H-01b, 31 mg, 0.075 mmol) in TFA/dichloromethane (1:1, 2 ml) is stirred at rt for 4 h. The solvents are removed under a stream of air. The solid residue is suspended in Et2O (2 ml) and sonicated. Filtration, rinsing with Et2O and drying under high vacuum, yields the title compound (19.6 mg) in 73% as a white solid: tR=5.52 min (LC-1), ESI-MS (pos.): m/z 357.25 [M+H]+, ESI-MS (neg.): m/z 355.29 [M... Yields the product COC(=O)C=1C=C(CSC2=NC3=C(N2CC(=O)O)C=CC=C3)C=CC1 ([2-(3-Methoxycarbonyl-benzylsulfanyl)-benzoimidazol-1-yl]-acetic acid). Isolated yield 73.3%. RXN SMILES: C([O:5][C:6](=[O:29])[CH2:7][N:8]1[C:12]2[CH:13]=[CH:14][CH:15]=[CH:16][C:11]=2[N:10]=[C:9]1[S:17][CH2:18][C:19]1[CH:24]=[CH:23][CH:22]=[C:21]([C:25]([O:27][CH3:28])=[O:26])[CH:20]=1)(C)(C)C>C(O)(C(F)(F)F)=O.ClCCl>[CH3:28][O:27][C:25]([C:21]1[CH:20]=[C:19]([CH:24]=[CH:23][CH:22]=1)[CH2:18][S:17][C:9]1[N:8]([CH2:7][C:6]([OH:29])=[O:5])[C:12]2[CH:13]=[CH:14][CH:15]=[CH:16][C:11]=2[N:10]=1)=[O:26] |f:1.2|. Starting materials: C(C)(C)(C)OC(CN1C(=NC2=C1C=CC=C2)SCC2=CC(=CC=C2)C(=O)OC)=O (tert-butyl[2-(3-methoxycarbonyl-benzylsulfanyl)-benzoimidazol-1-yl]-acetate). The solvent is C(=O)(C(F)(F)F)O.ClCCl (TFA dichloromethane). The reactants are COC(=O)C1C2CC(CC(C1C(=O)OC)O2)(O)C2=NC=1N(C(N(C(C1N2C2OCCCC2)=O)CCC)=O)CCC (3-[2,6-dioxo-1,3-dipropyl-7-(tetrahydropyran-2-yl)-2,3,6,7-tetrahydro-1H-purin-8-yl]-3-hydroxy-8-oxa-bicyclo[3.2.1]octane-6,7-dicarboxylic acid dimethyl ester), [Li+].[BH4-] (LiBH4), 3d. Run in C1CCOC1 (THF). Product: OC1(CC2C(C(C(C1)O2)CO)CO)C2=NC=1N(C(N(C(C1N2)=O)CCC)=O)CCC (8-(3-Hydroxy-6,7-bis-hydroxymethyl-8-oxa-bicyclo[3.2.1]oct-3-yl)-1,3-dipropyl-3,7-dihydropurine-2,6-dione). Isolated yield 110.5%. Reaction SMILES: C[O:2][C:3]([CH:5]1[CH:11]([C:12](OC)=[O:13])[CH:10]2[O:16][CH:6]1[CH2:7][C:8]([C:18]1[N:26](C3CCCCO3)[C:25]3[C:24](=[O:33])[N:23]([CH2:34][CH2:35][CH3:36])[C:22](=[O:37])[N:21]([CH2:38][CH2:39][CH3:40])[C:20]=3[N:19]=1)([OH:17])[CH2:9]2)=O.[Li+].[BH4-]>C1COCC1>[OH:17][C:8]1([C:18]2[NH:26][C:25]3[C:24](=[O:33])[N:23]([CH2:34][CH2:35][CH3:36])[C:22](=[O:37])[N:21]([CH2:38][CH2:39][CH3:40])[C:20]=3[N:19]=2)[CH2:7][CH:6]2[O:16][CH:10]([CH:11]([CH2:12][OH:13])[CH:5]2[CH2:3][OH:2])[CH2:9]1 |f:1.2|. Procedure: To a solution of 3-[2,6-dioxo-1,3-dipropyl-7-(tetrahydropyran-2-yl)-2,3,6,7-tetrahydro-1H-purin-8-yl]-3-hydroxy-8-oxa-bicyclo[3.2.1]octane-6,7-dicarboxylic acid dimethyl ester (Example 53) (0.060 mmol, 0.030 g) in THF (3 ml) was added a solution of LiBH4 (2M, 0.050 ml). The reaction was stirred at room temperature 3d. It was then carefully quenched by addition of 1N HCl and extracted with EtOAc. The combined organic extracts were washed with saturated NaHCO3 (1X) and brine, and dried (MgSO4). Fi...